From a dataset of the Open Reaction Database (ORD), a public repository of structured organic reaction records. describe an organic reaction: reactants, conditions, products, and yield The reactants are [H][H] (Hydrogen), [N+](=O)([O-])C1=C(C=CC(=C1)[N+](=O)[O-])O (2,4-dinitrophenol). The reagents and catalysts are [Rh] (rhodium), [Pd] (palladium). Solvent: O (water). Reaction conditions: temperature 116 celsius, time 3 hour. Yields the product NC1=C(C=CC(=C1)N)O (2,4-diaminophenol). Isolated yield 102.5%. As a reaction SMILES: [H][H].[N+:3]([C:6]1[CH:11]=[C:10]([N+:12]([O-])=O)[CH:9]=[CH:8][C:7]=1[OH:15])([O-])=O>[Pd].[Rh].O>[NH2:3][C:6]1[CH:11]=[C:10]([NH2:12])[CH:9]=[CH:8][C:7]=1[OH:15]. Procedure: Onto the bottom of a cylindrical reactor a chamber is placed which is made of a 100μ-thick foil having the working surface area of 50 cm2. The foil is manufactured of an alloy consisting of 95% by mass of palladium and 5% by mass of rhodium. Hydrogen is continuously fed inside the chamber under the pressure 2.5 atm at the rate of 10 ml/min. Outside the chamber in the reactor there are placed 22 g of 2,4-dinitrophenol, whereafter 250 ml of distilled water are added thereto. The reactor is heated ... The reactants are CC(=O)OC(C)=O, O=C(O)C(CNOCc1ccccc1)CC1CCCC1, O=CO, ClCCl. Yields the product O=CN(CC(CC1CCCC1)C(=O)O)OCc1ccccc1. As a reaction SMILES: [CH3:4][C:5]([O:6][C:7](=[O:8])[CH3:9])=[O:10].[CH:11]1([CH2:16][CH:17]([C:18](=[O:19])[OH:20])[CH2:21][NH:22][O:23][CH2:24][c:25]2[cH:26][cH:27][cH:28][cH:29][cH:30]2)[CH2:12][CH2:13][CH2:14][CH2:15]1.[CH:1](=[O:2])[OH:3].[Cl:31][CH2:32][Cl:33]>>[CH:1](=[O:2])[N:22]([CH2:21][CH:17]([CH2:16][CH:11]1[CH2:12][CH2:13][CH2:14][CH2:15]1)[C:18](=[O:19])[OH:20])[O:23][CH2:24][c:25]1[cH:26][cH:27][cH:28][cH:29][cH:30]1. Procedure details: A solution of aminocrotononitrile (8.21 g, 100 mmol) and 3-hydrazinopyridine dihydrochloride (20.7 g, 114 mmol) in water (50 mL) was mixed with conc. hydrochloric acid (15 mL), and the mixture was heated under reflux for 30 minutes. The solution was allowed to cool to room temperature, and the reaction solvent was evaporated under reduced pressure, and the resulting crystals were collected by filtration. The crystals obtained were washed with water and air dried to give the title compound (13.6 ... The reactants are N/C(/C#N)=C\C (aminocrotononitrile), Cl.Cl.N(N)C=1C=NC=CC1 (3-hydrazinopyridine dihydrochloride), Cl (hydrochloric acid). Yields the product Cl.Cl.CC1=NN(C(=C1)N)C=1C=NC=CC1 (3-Methyl-1-(3-pyridinyl)-1H-pyrazol-5-ylamine dihydrochloride). The solvent is O (water). Yield: 96.5%. As a reaction SMILES: N/[C:2](=[CH:5]\[CH3:6])/[C:3]#[N:4].[ClH:7].Cl.[NH:9]([C:11]1[CH:12]=[N:13][CH:14]=[CH:15][CH:16]=1)[NH2:10].Cl>O>[ClH:7].[ClH:7].[CH3:6][C:5]1[CH:2]=[C:3]([NH2:4])[N:9]([C:11]2[CH:12]=[N:13][CH:14]=[CH:15][CH:16]=2)[N:10]=1 |f:1.2.3,6.7.8|. The reactants are CN(C)C(=O)COC1CCNCC1, CCN(C(C)C)C(C)C, O=C(O)c1cc(Cc2n[nH]c(=O)c3ccccc23)ccc1F, CN(C)C=O. Product: CN(C)C(=O)COC1CCN(C(=O)c2cc(Cc3n[nH]c(=O)c4ccccc34)ccc2F)CC1. As a reaction SMILES: [CH3:23][N:24]([C:25]([CH2:26][O:27][CH:28]1[CH2:29][CH2:30][NH:31][CH2:32][CH2:33]1)=[O:34])[CH3:35].[CH:36]([N:37]([CH2:38][CH3:39])[CH:40]([CH3:41])[CH3:42])([CH3:43])[CH3:44].[F:1][c:2]1[c:3]([C:4](=[O:5])[OH:6])[cH:7][c:8]([CH2:11][c:12]2[n:13][nH:14][c:15](=[O:22])[c:16]3[cH:17][cH:18][cH:19][cH:20][c:21]23)[cH:9][cH:10]1.[O:45]=[CH:46][N:47]([CH3:48])[CH3:49]>>[F:1][c:2]1[c:3]([C:4](=[O:6])[N:31]2[CH2:30][CH2:29][CH:28]([O:27][CH2:26][C:25]([N:24]([CH3:23])[CH3:35])=[O:34])[CH2:33][CH2:32]2)[cH:7][c:8]([CH2:11][c:12]2[n:13][nH:14][c:15](=[O:22])[c:16]3[cH:17][cH:18][cH:19][cH:20][c:21]23)[cH:9][cH:10]1.